This data is from the Open Reaction Database (ORD), a public repository of structured organic reaction records. The task is: describe an organic reaction: reactants, conditions, products, and yield Starting materials: C(C)(C)(C)OC(=O)N1N=C(C2=CC(=CC=C12)OCC1=CC=CC=C1)NC(C1=C(C=C(C=C1)N1CCN(CC1)C)N(C(C(F)(F)F)=O)C1CCOCC1)=O (5-Benzyloxy-3-{4-(4-methyl-piperazin-1-yl)-2-[(tetrahydro-pyran-4-yl)-(2,2,2-trifluoro-acetyl)-amino]-benzoylamino}-indazole-1-carboxylic acid tert-butyl ester), C1=CCCCC1 (cyclohexene). Reagents/catalysts: [Pd] (Pd/C). Solvent: O1CCOCC1 (dioxane). Yields the product C(C)(C)(C)OC(=O)N1N=C(C2=CC(=CC=C12)O)NC(C1=C(C=C(C=C1)N1CCN(CC1)C)N(C(C(F)(F)F)=O)C1CCOCC1)=O (5-hydroxy-3-{4-(4-methyl-piperazin-1-yl)-2-[(tetrahydro-pyran-4-yl)-(2,2,2-trifluoro-acetyl)-amino]-benzoylamino}indazole-1-carboxylic acid tert-butyl ester). The yield is 95.0%. As a reaction SMILES: [C:1]([O:5][C:6]([N:8]1[C:16]2[C:11](=[CH:12][C:13]([O:17]CC3C=CC=CC=3)=[CH:14][CH:15]=2)[C:10]([NH:25][C:26](=[O:53])[C:27]2[CH:32]=[CH:31][C:30]([N:33]3[CH2:38][CH2:37][N:36]([CH3:39])[CH2:35][CH2:34]3)=[CH:29][C:28]=2[N:40]([CH:47]2[CH2:52][CH2:51][O:50][CH2:49][CH2:48]2)[C:41](=[O:46])[C:42]([F:45])([F:44])[F:43])=[N:9]1)=[O:7])([CH3:4])([CH3:3])[CH3:2].C1CCCCC=1>O1CCOCC1.[Pd]>[C:1]([O:5][C:6]([N:8]1[C:16]2[C:11](=[CH:12][C:13]([OH:17])=[CH:14][CH:15]=2)[C:10]([NH:25][C:26](=[O:53])[C:27]2[CH:32]=[CH:31][C:30]([N:33]3[CH2:38][CH2:37][N:36]([CH3:39])[CH2:35][CH2:34]3)=[CH:29][C:28]=2[N:40]([CH:47]2[CH2:52][CH2:51][O:50][CH2:49][CH2:48]2)[C:41](=[O:46])[C:42]([F:43])([F:44])[F:45])=[N:9]1)=[O:7])([CH3:4])([CH3:2])[CH3:3]. Procedure: 5-Benzyloxy-3-{4-(4-methyl-piperazin-1-yl)-2-[(tetrahydro-pyran-4-yl)-(2,2,2-trifluoro-acetyl)-amino]-benzoylamino}-indazole-1-carboxylic acid tert-butyl ester (2.3 g, 3.13 mmol) in dioxane (46 mL) was treated with cyclohexene (18 mL) and 10% Pd/C (1.6 g). The mixture was stirred at reflux temperature. After 1.5 hs it was filtered over a celite funnel and washed with dioxane. Evaporation of the solvent left a solid that was washed with Et2O. After drying at 45° C. under vacuum, 1.92 g of title c... Reactants: OB(O)F, OB(O)F, OB(O)F, OB(O)F, CC(=O)OC1CC(=O)N(C2CCCCC2O)C1=O, CCOCC, COc1ccc(CCN=C([O-])C(Cl)(Cl)Cl)cc1OCc1ccccc1, ClCCl. Product: COc1ccc(CCOC2CCCCC2N2C(=O)CC(OC(C)=O)C2=O)cc1OCc1ccccc1. Reaction SMILES: [B:24]([F:25])([OH:26])[OH:27].[B:28]([F:29])([OH:30])[OH:31].[B:32]([F:33])([OH:34])[OH:35].[B:36]([F:37])([OH:38])[OH:39].[C:1]([CH3:2])(=[O:3])[O:4][CH:5]1[C:6](=[O:18])[N:7]([CH:11]2[CH:12]([OH:17])[CH2:13][CH2:14][CH2:15][CH2:16]2)[C:8](=[O:10])[CH2:9]1.[CH2:19]([O:20][CH2:21][CH3:22])[CH3:23].[CH2:40]([c:41]1[cH:42][cH:43][cH:44][cH:45][cH:46]1)[O:47][c:48]1[cH:49][c:50]([CH2:56][CH2:57][N:58]=[C:59]([O-:60])[C:61]([Cl:62])([Cl:63])[Cl:64])[cH:51][cH:52][c:53]1[O:54][CH3:55].[Cl:65][CH2:66][Cl:67]>>[C:1]([CH3:2])(=[O:3])[O:4][CH:5]1[C:6](=[O:18])[N:7]([CH:11]2[CH:12]([O:17][CH2:57][CH2:56][c:50]3[cH:49][c:48]([O:47][CH2:40][c:41]4[cH:42][cH:43][cH:44][cH:45][cH:46]4)[c:53]([O:54][CH3:55])[cH:52][cH:51]3)[CH2:13][CH2:14][CH2:15][CH2:16]2)[C:8](=[O:10])[CH2:9]1. Reactants: C(#N)CC(=O)O (cyanoacetic acid), C(=O)=O (carbon dioxide), OC1(CCNCC1)C1=CC=CC=C1 (4-hydroxy-4-phenylpiperidine), C=O (formaldehyde). Run in O1CCOCC1 (dioxane). Conditions: time 8 hour. Product: OC1(CCN(CC1)CC(C#N)=C)C1=CC=CC=C1 (2-[(4-Hydroxy-4-phenyl-1-piperidyl)methyl]propenenitrile). RXN SMILES: [C:1]([CH2:3][C:4](O)=O)#[N:2].[OH:7][C:8]1([C:14]2[CH:19]=[CH:18][CH:17]=[CH:16][CH:15]=2)[CH2:13][CH2:12][NH:11][CH2:10][CH2:9]1.C=O.[C:22](=O)=O>O1CCOCC1>[OH:7][C:8]1([C:14]2[CH:19]=[CH:18][CH:17]=[CH:16][CH:15]=2)[CH2:13][CH2:12][N:11]([CH2:22][C:3](=[CH2:4])[C:1]#[N:2])[CH2:10][CH2:9]1. Procedure details: A solution of cyanoacetic acid (4.3 g., 0.05 mole) in 15 ml. of dioxane was cooled with an ice bath, and 4-hydroxy-4-phenylpiperidine (8.8 g., 0.05 mole) added while maintaining an internal temperature of 20°-25° C. Upon complete addition and a further fifteen minutes of stirring 37% aqueous formaldehyde (9 gm., 0.10 mole) was added dropwise in approximately five minutes. When approximately half was added carbon dioxide evolution was observed, the maximum internal temperature was 28° C. The reac... The reactants are ClC=1C(=NC=C(C1)CO)N1C[C@H](N(CC1)C=1NC2=C(N1)C=C(C=C2NC(C2=CC(=C(C(=C2)F)F)F)=O)C(F)(F)F)C (N-{2-[(2R)-4-(3-chloro-5-hydroxymethyl-pyridin-2-yl)-2-methyl-piperazin-1-yl]-6-trifluoromethyl-3H-benzoimidazol-4-yl}-3,4,5-trifluoro-benzamide), B.C1CCOC1 (BH3.THF). Run in CO (MeOH), [OH-].[Na+] (NaOH), C1CCOC1 (THF). Reaction conditions: temperature 0 celsius. Yields the product ClC=1C=C(C=NC1N1C[C@H](N(CC1)C1=NC2=C(N1)C(=CC(=C2)C(F)(F)F)NCC2=CC(=C(C(=C2)F)F)F)C)CO ((5-Chloro-6-{(3R)-3-methyl-4-[7-(3,4,5-trifluoro-benzylamino)-5-trifluoromethyl-1H-benzoimidazol-2-yl]-piperazin-1-yl}-pyridin-3-yl)-methanol). Reaction SMILES: [Cl:1][C:2]1[C:3]([N:10]2[CH2:15][CH2:14][N:13]([C:16]3[NH:17][C:18]4[C:24]([NH:25][C:26](=O)[C:27]5[CH:32]=[C:31]([F:33])[C:30]([F:34])=[C:29]([F:35])[CH:28]=5)=[CH:23][C:22]([C:37]([F:40])([F:39])[F:38])=[CH:21][C:19]=4[N:20]=3)[C@H:12]([CH3:41])[CH2:11]2)=[N:4][CH:5]=[C:6]([CH2:8][OH:9])[CH:7]=1.B.C1COCC1>C1COCC1.CO.[OH-].[Na+]>[Cl:1][C:2]1[CH:7]=[C:6]([CH2:8][OH:9])[CH:5]=[N:4][C:3]=1[N:10]1[CH2:15][CH2:14][N:13]([C:16]2[NH:17][C:18]3[C:24]([NH:25][CH2:26][C:27]4[CH:28]=[C:29]([F:35])[C:30]([F:34])=[C:31]([F:33])[CH:32]=4)=[CH:23][C:22]([C:37]([F:39])([F:38])[F:40])=[CH:21][C:19]=3[N:20]=2)[C@H:12]([CH3:41])[CH2:11]1 |f:1.2,5.6|. Reported procedure: To a solution of N-{2-[(2R)-4-(3-chloro-5-hydroxymethyl-pyridin-2-yl)-2-methyl-piperazin-1-yl]-6-trifluoromethyl-3H-benzoimidazol-4-yl}-3,4,5-trifluoro-benzamide (120 mg, 0.2 mmol, Example 170c) in THF (1 mL) was added BH3.THF (0.6 mL, 0.6 mmol, Aldrich) dropwise with stirring at 0° C. The mixture was heated at reflux for 5 h, cooled to room temperature and diluted with 1:1 mixture of MeOH and 1N NaOH (2 mL). The mixture was stirred at room temperature for 30 min and extracted with EtOAc (2×20 m... The reactants are BrCCBr (1,2-dibromoethane), C(C)OP(OCC)OCC (Triethylphosphite). Run at temperature 65 celsius. Yields the product BrCCP(OCC)(OCC)=O (diethyl (2-bromoethyl)phosphonate). The yield is 95.0%. Reaction SMILES: [Br:1][CH2:2][CH2:3]Br.[CH2:5]([O:7][P:8]([O:12]CC)[O:9][CH2:10][CH3:11])[CH3:6]>>[Br:1][CH2:2][CH2:3][P:8](=[O:12])([O:9][CH2:10][CH3:11])[O:7][CH2:5][CH3:6]. Procedure: 1,2-dibromoethane (69 ml, 0.8 mol) was poured into a two-necked 150 mL round-bottom flask. Triethylphosphite (34.3 ml, 0.2 mol) was added under stirring and the mixture was then refluxed for 2 hours. The excess of 1,2-dibromoethane was removed by rotary evaporation under gentle warming at 60-70° C. The residue was distilled under reduced pressure (2 mmHg, 95-105° C. or 1 mmHg, 75° C.). Yield 95%. The reactants are N=C1N(C(NC12CCN(CC2)C)=S)C2=CC(=C(C#N)C=C2)C(F)(F)F (4-(4-imino-8-methyl-2-thioxo-1,3,8-triazaspiro[4.5]-decan-3-yl)-2-(trifluoromethyl)-benzonitrile), Cl (hydrochloric acid), [OH-].[NH4+] (ammonium hydroxide), [Cl-].[Na+] (sodium chloride). The solvent is C(C)(=O)OCC (ethyl acetate), CO (methanol). Yields the product CN1CCC2(C(N(C(N2)=S)C2=CC(=C(C#N)C=C2)C(F)(F)F)=O)CC1 (4-(8-methyl-4-oxo-2-thioxo-1,3,8-triazaspiro[4.5]-decan-3-yl)-2-(trifluoromethyl)-benzonitrile). Reaction SMILES: N=[C:2]1[C:6]2([CH2:11][CH2:10][N:9]([CH3:12])[CH2:8][CH2:7]2)[NH:5][C:4](=[S:13])[N:3]1[C:14]1[CH:21]=[CH:20][C:17]([C:18]#[N:19])=[C:16]([C:22]([F:25])([F:24])[F:23])[CH:15]=1.Cl.[OH-:27].[NH4+].[Cl-].[Na+]>C(OCC)(=O)C.CO>[CH3:12][N:9]1[CH2:10][CH2:11][C:6]2([NH:5][C:4](=[S:13])[N:3]([C:14]3[CH:21]=[CH:20][C:17]([C:18]#[N:19])=[C:16]([C:22]([F:25])([F:24])[F:23])[CH:15]=3)[C:2]2=[O:27])[CH2:7][CH2:8]1 |f:2.3,4.5|. Procedure details: 300 mg of the product of Example 20, 6 ml of methanol and 1.5 ml of 2N hydrochloric acid were mixed together and refluxed for one hour, then returned to ambient temperature. The reaction medium was poured into 20 ml of 50% ammonium hydroxide saturated with sodium chloride and extraction was carried out 3 times with ethyl acetate. The extracts were dried and purification was carried out on silica with methylene chloride-methanol: 9-1 as eluant to obtain 260 mg of the expected product (white cryst... Run in C1(=CC=CC=C1)C (toluene), C1(=CC=CC=C1)C (toluene), C1(=CC=CC=C1)C (Toluene). RXN SMILES: [CH3:1][O:2][C:3]([C:5]1[S:6][C:7]([C:11]2[CH:16]=[CH:15][CH:14]=[C:13]([Cl:17])[CH:12]=2)=[CH:8][C:9]=1[NH2:10])=[O:4].Cl[C:19]([O:21][CH2:22][CH:23]=[CH2:24])=[O:20]>C1(C)C=CC=CC=1>[CH3:1][O:2][C:3]([C:5]1[S:6][C:7]([C:11]2[CH:16]=[CH:15][CH:14]=[C:13]([Cl:17])[CH:12]=2)=[CH:8][C:9]=1[NH:10][C:19]([O:21][CH2:22][CH:23]=[CH2:24])=[O:20])=[O:4]. Procedure details: To a solution of 3-Amino-5-(3-chloro-phenyl)-thiophene-2-carboxylic acid methyl ester (15 g, 56.0 mmol) in toluene (200 mL) was added a solution of allyl chloroformate (8.10 g, 67.2 mmol) in toluene (5.0 mL) and the resulting reaction solution was heated under reflux for 3 h. Toluene was stripped down and the crystals were collected and washed with ether/hexane to afford a yellow crystalline compound, mp 101-103° C. 1H NMR (DMSO-d6) δ3.85 (s, 3H), 4.68-4.71 (d, 2H, J=5.46 Hz), 5.26-5.30 (dd, 1H,... Product: COC(=O)C=1SC(=CC1NC(=O)OCC=C)C1=CC(=CC=C1)Cl (3-Allyloxycarbonylamino-5-(3-chloro-phenyl)-thiophene-2-carboxylic acid methyl ester). Reactants: COC(=O)C=1SC(=CC1N)C1=CC(=CC=C1)Cl (3-Amino-5-(3-chloro-phenyl)-thiophene-2-carboxylic acid methyl ester), ClC(=O)OCC=C (allyl chloroformate).